Dataset: the Open Reaction Database (ORD), a public repository of structured organic reaction records. Task: describe an organic reaction: reactants, conditions, products, and yield The reactants are O=C(CCCOc1cccc(-c2ccc(F)cc2)c1)NOCc1ccccc1, C1CCOC1. The product is O=C(CCCOc1cccc(-c2ccc(F)cc2)c1)NO. As a reaction SMILES: [CH2:1]([c:2]1[cH:3][cH:4][cH:5][cH:6][cH:7]1)[O:8][NH:9][C:10]([CH2:11][CH2:12][CH2:13][O:14][c:15]1[cH:16][c:17](-[c:21]2[cH:22][cH:23][c:24]([F:27])[cH:25][cH:26]2)[cH:18][cH:19][cH:20]1)=[O:28].[CH2:29]1[O:30][CH2:31][CH2:32][CH2:33]1>>[OH:8][NH:9][C:10]([CH2:11][CH2:12][CH2:13][O:14][c:15]1[cH:16][c:17](-[c:21]2[cH:22][cH:23][c:24]([F:27])[cH:25][cH:26]2)[cH:18][cH:19][cH:20]1)=[O:28]. The reactants are C(C)C1=C(C2=C(S1)C=CC=C2)C(=O)O (2-ethyl-3-carboxy-benzo[b]thiophene), S(=O)(Cl)Cl (thionyl chloride). Yields the product C(C)C1=C(C2=C(S1)C=CC=C2)C(=O)Cl (2-ethyl-3-chlorocarbonyl-benzo[b]thiophene). Yield: 91.0%. Reaction SMILES: [CH2:1]([C:3]1[S:7][C:6]2[CH:8]=[CH:9][CH:10]=[CH:11][C:5]=2[C:4]=1[C:12]([OH:14])=O)[CH3:2].S(Cl)([Cl:17])=O>>[CH2:1]([C:3]1[S:7][C:6]2[CH:8]=[CH:9][CH:10]=[CH:11][C:5]=2[C:4]=1[C:12]([Cl:17])=[O:14])[CH3:2]. Procedure details: Into a quarter-litre flask equipped with a condenser were introduced 27.2 g (0.128 mol) of 2-ethyl-3-carboxy-benzo[b]thiophene and 100 ml of thionyl chloride. The solution was refluxed for 3 hours and the excess of thionyl chloride was then eliminated by distillation. The residue was distilled and 27.1 g of 2-ethyl-3-chlorocarbonyl-benzo[b]thiophene were obtained representing a yield of 91%; b.p. 110/120° C (0.05 mm/Hg). Starting materials: OC=1C=C2C(CN(CC2=CC1)C=O)(C)C (6-hydroxy-4,4-dimethyl-1,2,3,4-tetrahydro-isoquinoline-2-carbaldehyde), OC=1C=C2C(CN(CC2=CC1)C=O)(C)C (6-hydroxy-4,4-dimethyl-1,2,3,4-tetrahydro-isoquinoline-2-carbaldehyde), O1CCCC1 (tetrahydrofuran), titanium tetra-iso-propoxide, C(C)(=O)OCC (ethyl acetate), solution, C(C)[Mg]Br (ethyl magnesium bromide). Conditions: temperature 55 celsius. The solvent is C(C)OCC (diethyl ether), CCCCCC (hexane). RXN SMILES: [OH:1][C:2]1[CH:3]=[C:4]2[C:9](=[CH:10][CH:11]=1)[CH2:8][N:7](C=O)[CH2:6][C:5]2([CH3:15])[CH3:14].O1[CH2:20][CH2:19][CH2:18]C1.C([Mg]Br)C.C(OCC)(=O)C>C(OCC)C.CCCCCC>[CH:18]1([CH:8]2[C:9]3[C:4](=[CH:3][C:2]([OH:1])=[CH:11][CH:10]=3)[C:5]([CH3:14])([CH3:15])[CH2:6][NH:7]2)[CH2:19][CH2:20]1. Yield: 63.0%. Reported procedure: A stirred, cooled (0° C.)solution of 6-hydroxy-4,4-dimethyl-1,2,3,4-tetrahydro-isoquinoline-2-carbaldehyde (Intermediate 20, 2.3 g, 11.21 mmol) anhydrous tetrahydrofuran (40 mL) under argon was treated with titanium tetra-iso-propoxide (8.28 mL, 28 mmol) followed by 3M solution of ethyl magnesium bromide in diethyl ether (18.7 mL) and the reaction mixture was then heated at 55° C. overnight. It was then cooled in an ice-bath, quenched with saturated aqueous ammonium chloride solution and extract... The product is C1(CC1)C1NCC(C2=CC(=CC=C12)O)(C)C (Cyclopropyl-6-hydroxy-4,4-dimethyl-1,2,3,4-tetrahydro-isoquinoline). Reactants: BrC(C(=O)O)(C)C (2-bromoisobutyric acid), C1(=CC=CC=C1)C=1C(NC2=CC=CC=C2C1)=S (3-Phenylquinolin-2-thione), [H-].[Na+] (sodium hydride), ice water, [H][H] (hydrogen), Cl (hydrochloric acid). Solvent: CN(C=O)C (dimethylformamide). Product: C(=O)(O)C(C)(SC1=NC2=CC=CC=C2C=C1C1=CC=CC=C1)C (2-(1-carboxy-1-methylethylthio)-3-phenylquinoline). Reaction SMILES: [C:1]1([C:7]2[C:8](=[S:17])[NH:9][C:10]3[C:15]([CH:16]=2)=[CH:14][CH:13]=[CH:12][CH:11]=3)[CH:6]=[CH:5][CH:4]=[CH:3][CH:2]=1.[H-].[Na+].[H][H].Br[C:23]([CH3:28])([CH3:27])[C:24]([OH:26])=[O:25].Cl>CN(C)C=O>[C:24]([C:23]([CH3:28])([S:17][C:8]1[C:7]([C:1]2[CH:2]=[CH:3][CH:4]=[CH:5][CH:6]=2)=[CH:16][C:15]2[C:10](=[CH:11][CH:12]=[CH:13][CH:14]=2)[N:9]=1)[CH3:27])([OH:26])=[O:25] |f:1.2|. Procedure: 3-Phenylquinolin-2-thione (1.18 g.) was added to a suspension of sodium hydride (0.46 g. of a 50% w/w dispersion in mineral oil) in dimethylformamide (10 ml.) at 0°-5°. When all the hydrogen had evolved, 2-bromoisobutyric acid (0.88 g.) was added and the mixture was heated at 80° for 16 hr. The mixture was cooled to ambient temperature, poured into ice-water (50 ml.), acidified to pH 2 with concentrated hydrochloric acid, and extracted with ethyl acetate (3×25 ml.). The ethyl acetate extract was... The reactants are COc1ccc(O)cc1, CN1C(=O)C(Cl)Sc2ccccc21, ClCCl. The product is COc1ccc(O)c(C2Sc3ccccc3N(C)C2=O)c1. As a reaction SMILES: [CH3:1][O:2][c:3]1[cH:4][cH:5][c:6]([OH:9])[cH:7][cH:8]1.[Cl:10][CH:11]1[S:12][c:13]2[c:14]([cH:19][cH:20][cH:21][cH:22]2)[N:15]([CH3:18])[C:16]1=[O:17].[Cl:23][CH2:24][Cl:25]>>[CH3:1][O:2][c:3]1[cH:4][c:5]([CH:11]2[S:12][c:13]3[c:14]([cH:19][cH:20][cH:21][cH:22]3)[N:15]([CH3:18])[C:16]2=[O:17])[c:6]([OH:9])[cH:7][cH:8]1.